From a dataset of the Open Reaction Database (ORD), a public repository of structured organic reaction records. describe an organic reaction: reactants, conditions, products, and yield Reactants: C(CN(CC(=O)O)CC(=O)O)N(CCN(CC(=O)O)CC(=O)O)CC(=O)O (diethylenetriamine pentaacetic acid), C(=O)(O)C(COCC1=CC=CC=C1)N(CCN(CCN(CC(=O)O)CC(=O)O)CC(=O)O)CC(=O)O (4-carboxy-5,8,11-tris(carboxymethyl)-1-phenyl-2-oxa-5,8,11-triazatridecan-13-oic acid), diphenyl-DTPA, N1(CCN(CCN(CCNCC1)CC(=O)O)CC(=O)O)CC(=O)O (1,4,7,10-teraazacyclododecane 1,4,7,-triacetic acid), N[C@@H](CCCCN)C(=O)O (Lys), C(=O)(O)CN(CCN(CC(=O)O)CCN(CC(NC)=O)CC(=O)O)CC(NC)=O (N,N-bis[2-[(carboxymethyl)[(methylcarbamoyl)methyl]amino]ethyl]-glycine), C(CN(CC(=O)O)CC(=O)O)N(CC(=O)O)CC(=O)O (ethylenediaminetetraacetic acid), C(=O)(O)CN(CCNCC(=O)O)CC(=O)O (2-[bis(carboxymethyl)amino]ethylglycine), dibenzyl DTPA, benzo-DTPA, OC(CN1CCN(CCN(CCN(CC1)CC(=O)O)CC(=O)O)CC(=O)O)C (10-(2-hydroxypropyl)-1,4,7,10-teraazacyclododecane 1,4,7,-triacetic acid), phenyl-DTPA, C(CN(CC(=O)O)CC(=O)O)N(CCN(CC(=O)O)CC(=O)O)CC(=O)O (DTPA), C(=O)(O)CN(CCN([C@@H](CCC(=O)O)C(=O)O)CCN(CC(=O)O)CC(=O)O)CC(=O)O.CC(C)(C)OC([C@@H](N(CCN(CC(OC(C)(C)C)=O)CC(OC(C)(C)C)=O)CCN(CC(OC(C)(C)C)=O)CC(=O)OC(C)(C)C)CCC(=O)O)=O (N,N-Bis[2-[bis[2-(1,1-dimethylethoxy)-2-oxoethyl]amino]ethyl]-L-glutamic acid 1-(1,1-dimethylethyl) ester N,N-bis[2-[bis(carboxymethyl)amino]ethyl]L-glutamic acid), N1(CCN(CCN(CCN(CCCC1)CC(=O)O)CC(=O)O)CC(=O)O)CC(=O)O (1,4,7,10-tetraazacyclotetradecane-1,4,7,10-tetraacetic acid), dibenzo-DTPA, benzyl-DTPA. The product is C(=O)(O)CN(C1(CN(CCN(C1)CC(=O)O)CC(=O)O)C)CC(=O)O (6-[bis(carboxymethyl)amino]tetrahydro-6-methyl-1H-1,4-diazepine-1,4(5H)-diacetic acid). RXN SMILES: [CH2:1]([N:12]([CH2:24][C:25]([OH:27])=[O:26])[CH2:13][CH2:14][N:15]([CH2:20][C:21]([OH:23])=[O:22])[CH2:16][C:17]([OH:19])=[O:18])[CH2:2][N:3]([CH2:8][C:9]([OH:11])=[O:10])[CH2:4]C(O)=O.[C:28](CN(CC(=O)NC)CCN(CCN(CC(O)=O)CC(=O)NC)CC(O)=O)(O)=O.C(CN(CC(O)=O)CCNCC(O)=O)(O)=O.C(C(N(CC(O)=O)CCN(CC(O)=O)CCN(CC(O)=O)CC(O)=O)COCC1C=CC=CC=1)(O)=O.C(CN(CC(O)=O)CCN(CCN(CC(O)=O)CC(O)=O)[C@H](C(O)=O)CCC(O)=O)(O)=O.CC(OC(=O)[C@H](CCC(O)=O)N(CCN(CC(OC(C)(C)C)=O)CC(=O)OC(C)(C)C)CCN(CC(=O)OC(C)(C)C)CC(=O)OC(C)(C)C)(C)C.N[C@H](C(O)=O)CCCCN.C(N(CC(O)=O)CC(O)=O)CN(CC(O)=O)CC(O)=O.N1(CC(O)=O)CCNCCN(CC(O)=O)CCN(CC(O)=O)CC1.N1(CC(O)=O)CCCCN(CC(O)=O)CCN(CC(O)=O)CCN(CC(O)=O)CC1.OC(C)CN1CCN(CC(O)=O)CCN(CC(O)=O)CCN(CC(O)=O)CC1>>[C:17]([CH2:16][N:15]([CH2:20][C:21]([OH:23])=[O:22])[C:14]1([CH3:28])[CH2:13][N:12]([CH2:24][C:25]([OH:27])=[O:26])[CH2:1][CH2:2][N:3]([CH2:8][C:9]([OH:11])=[O:10])[CH2:4]1)([OH:19])=[O:18] |f:4.5|. Procedure details: Suitable chelating ligands include those discussed herein, particularly chelating ligands selected from the group consisting of: a polyaminopolycarboxylic acid and the derivative thereof, comprising, for example, diethylenetriamine pentaacetic acid (DTPA) and derivative thereof such as benzo-DTPA, dibenzo-DTPA, phenyl-DTPA, diphenyl-DTPA, benzyl-DTPA, dibenzyl DTPA; N,N-bis[2-[(carboxymethyl)[(methylcarbamoyl)methyl]amino]ethyl]-glycine (DTPA-BMA); N-[2-[bis(carboxymethyl)amino]-3-(4-ethoxypheny... Starting materials: CCCCCCCCNC(=N)N, [Na], O=S(=O)([O-])[O-]. Product: CCCCCCCCN=C=O. RXN SMILES: [CH2:2]([CH2:3][CH2:4][CH2:5][CH2:6][CH2:7][CH2:8][CH3:9])[NH:10][C:11]([NH2:12])=[NH:13].[Na:1].[O-:14][S:15](=[O:16])(=[O:17])[O-:18]>>[CH2:2]([CH2:3][CH2:4][CH2:5][CH2:6][CH2:7][CH2:8][CH3:9])[N:10]=[C:11]=[O:14]. Starting materials: BrC1=CC=C(C=C1)SCC1CCN(CC1)C(=O)OC(C)C (1-methylethyl 4-{[(4-bromophenyl)thio]methyl}-1-piperidinecarboxylate), CS(=O)(=O)C1=CC=C(C=C1)B(O)O ([4-(methylsulfonyl)phenyl]boronic acid), C(=O)([O-])[O-].[Na+].[Na+] (Na2CO3). Reagents/catalysts: Cl[Pd]([P](C1=CC=CC=C1)(C2=CC=CC=C2)C3=CC=CC=C3)([P](C4=CC=CC=C4)(C5=CC=CC=C5)C6=CC=CC=C6)Cl (Pd(PPh3)2Cl2). Solvent: COCCOC (DME). Run at temperature 80 celsius, time 3 hour. The product is CS(=O)(=O)C1=CC=C(C=C1)C1=CC=C(C=C1)SCC1CCN(CC1)C(=O)OC(C)C (1-Methylethyl 4-({[4′-(methylsulfonyl)-4-biphenylyl]thio}methyl)-1-piperidinecarboxylate). Yield: 30.1%. Reaction SMILES: Br[C:2]1[CH:7]=[CH:6][C:5]([S:8][CH2:9][CH:10]2[CH2:15][CH2:14][N:13]([C:16]([O:18][CH:19]([CH3:21])[CH3:20])=[O:17])[CH2:12][CH2:11]2)=[CH:4][CH:3]=1.[CH3:22][S:23]([C:26]1[CH:31]=[CH:30][C:29](B(O)O)=[CH:28][CH:27]=1)(=[O:25])=[O:24].C([O-])([O-])=O.[Na+].[Na+]>COCCOC.Cl[Pd](Cl)([P](C1C=CC=CC=1)(C1C=CC=CC=1)C1C=CC=CC=1)[P](C1C=CC=CC=1)(C1C=CC=CC=1)C1C=CC=CC=1>[CH3:22][S:23]([C:26]1[CH:31]=[CH:30][C:29]([C:2]2[CH:7]=[CH:6][C:5]([S:8][CH2:9][CH:10]3[CH2:15][CH2:14][N:13]([C:16]([O:18][CH:19]([CH3:21])[CH3:20])=[O:17])[CH2:12][CH2:11]3)=[CH:4][CH:3]=2)=[CH:28][CH:27]=1)(=[O:25])=[O:24] |f:2.3.4,^1:49,68|. Procedure details: A mixture of 1-methylethyl 4-{[(4-bromophenyl)thio]methyl}-1-piperidinecarboxylate (292 mg, 0.78 mmol), [4-(methylsulfonyl)phenyl]boronic acid (157 mg, 0.78 mmol), 2M Na2CO3 (2 mL), and Pd(PPh3)2Cl2 (200 mg, 0.28 mmol) in DME (8 mL) stirred at 80° C. for 3 h, then at ambient temperature overnight. The mixture was poured onto a Varian Chem Elut column, flushed with EtOAc, and the organics concentrated. The crude product was purified by chromatography on a silica gel column using 0 to 30% EtOAc/he...